Dataset: the Open Reaction Database (ORD), a public repository of structured organic reaction records. Task: describe an organic reaction: reactants, conditions, products, and yield Run at time 2.5 hour. Procedure: As described in Example 99, (E,E)-5-(4-methoxyphenyl)-2,4-nonadienoic acid methyl ester (8g) was saponified in a refluxing mixture of methanol (30 mL) and 2N NaOH (30 mL). After 2.5 hours the reaction was worked up in the normal manner and the crude product crystallized from 2-propanol-hexane to give 6.2 g of (E,E)-5-(4-methoxyphenyl)-2,4-nonadienoic acid, mp 138°-139.5° C. The product is COC1=CC=C(C=C1)/C(=C/C=C/C(=O)O)/CCCC ((E,E)-5-(4-methoxyphenyl)-2,4-nonadienoic acid). Starting materials: [OH-].[Na+] (NaOH), COC(\C=C\C=C(/CCCC)\C1=CC=C(C=C1)OC)=O ((E,E)-5-(4-methoxyphenyl)-2,4-nonadienoic acid methyl ester). RXN SMILES: C[O:2][C:3](=[O:20])/[CH:4]=[CH:5]/[CH:6]=[C:7](/[C:12]1[CH:17]=[CH:16][C:15]([O:18][CH3:19])=[CH:14][CH:13]=1)\[CH2:8][CH2:9][CH2:10][CH3:11].[OH-].[Na+]>CO>[CH3:19][O:18][C:15]1[CH:14]=[CH:13][C:12](/[C:7](/[CH2:8][CH2:9][CH2:10][CH3:11])=[CH:6]/[CH:5]=[CH:4]/[C:3]([OH:20])=[O:2])=[CH:17][CH:16]=1 |f:1.2|. Run in CO (methanol). The reactants are CCCCBr, CC(C)=O, [K+], [K+], O=C([O-])[O-], CC(C)(C)OC(=O)C(CN)c1cccc(O)c1. The product is CCCCOc1cccc(C(CN)C(=O)OC(C)(C)C)c1. Reaction SMILES: [Br:24][CH2:25][CH2:26][CH2:27][CH3:28].[CH3:29][C:30](=[O:31])[CH3:32].[K+:18].[K+:19].[O-:20][C:21]([O-:22])=[O:23].[OH:1][c:2]1[cH:3][c:4]([CH:8]([CH2:9][NH2:10])[C:11](=[O:12])[O:13][C:14]([CH3:15])([CH3:16])[CH3:17])[cH:5][cH:6][cH:7]1>>[O:1]([c:2]1[cH:3][c:4]([CH:8]([CH2:9][NH2:10])[C:11](=[O:12])[O:13][C:14]([CH3:15])([CH3:16])[CH3:17])[cH:5][cH:6][cH:7]1)[CH2:25][CH2:26][CH2:27][CH3:28]. The reactants are N1C(=CC2=CC=C3NC=CC3=C12)C(=O)O (1,6-dihydro-1,6-diaza-as-indacene-2-carboxylic acid), C(C1=CC=CC=C1)C1CCNCC1 (4-benzylpiperidine). Solvent: C(C)OCC (diethyl ether). The product is C(C1=CC=CC=C1)C1CCN(CC1)C(=O)C=1NC2=C3C=CNC3=CC=C2C1 (1-(4-Benzylpiperidin-1-yl)-1-(1,6-dihydro-1,6-diaza-as-indacene-2-yl)methanone). RXN SMILES: [NH:1]1[C:12]2[C:4](=[CH:5][CH:6]=[C:7]3[C:11]=2[CH:10]=[CH:9][NH:8]3)[CH:3]=[C:2]1[C:13]([OH:15])=O.[CH2:16]([CH:23]1[CH2:28][CH2:27][NH:26][CH2:25][CH2:24]1)[C:17]1[CH:22]=[CH:21][CH:20]=[CH:19][CH:18]=1>C(OCC)C>[CH2:16]([CH:23]1[CH2:28][CH2:27][N:26]([C:13]([C:2]2[NH:1][C:12]3[C:4]([CH:3]=2)=[CH:5][CH:6]=[C:7]2[C:11]=3[CH:10]=[CH:9][NH:8]2)=[O:15])[CH2:25][CH2:24]1)[C:17]1[CH:22]=[CH:21][CH:20]=[CH:19][CH:18]=1. Reported procedure: The title compound is prepared from 1,6-dihydro-1,6-diaza-as-indacene-2-carboxylic acid and 4-benzylpiperidine according to the method described in Example 1/c. Mp.: 186-188° C. (diethyl ether). Starting materials: NC1=CC(=C(C(=O)NCC2CCN(CC2)CCCCCCNCC2=CC=C(C=C2)OC)C=C1Cl)OC (4-Amino-5-chloro-2-methoxy-N-((1-(6-(4-methoxybenzylamino)hexyl)-piperidin-4-yl)methyl)benzamide), C(C)=O (acetaldehyde), C(#N)[BH3-].[Na+] (sodium cyanoborohydride). Product: NC1=CC(=C(C(=O)NCC2CCN(CC2)CCCCCCN(CC2=CC=C(C=C2)OC)CC)C=C1Cl)OC (4-amino-5-chloro-N-((1-(6-(N-ethyl-N-(4-methoxybenzyl)amino)hexyl)-piperidin-4-yl)methyl)-2-methoxybenzamide). As a reaction SMILES: [NH2:1][C:2]1[C:33]([Cl:34])=[CH:32][C:5]([C:6]([NH:8][CH2:9][CH:10]2[CH2:15][CH2:14][N:13]([CH2:16][CH2:17][CH2:18][CH2:19][CH2:20][CH2:21][NH:22][CH2:23][C:24]3[CH:29]=[CH:28][C:27]([O:30][CH3:31])=[CH:26][CH:25]=3)[CH2:12][CH2:11]2)=[O:7])=[C:4]([O:35][CH3:36])[CH:3]=1.[CH:37](=O)[CH3:38].C([BH3-])#N.[Na+]>>[NH2:1][C:2]1[C:33]([Cl:34])=[CH:32][C:5]([C:6]([NH:8][CH2:9][CH:10]2[CH2:15][CH2:14][N:13]([CH2:16][CH2:17][CH2:18][CH2:19][CH2:20][CH2:21][N:22]([CH2:37][CH3:38])[CH2:23][C:24]3[CH:25]=[CH:26][C:27]([O:30][CH3:31])=[CH:28][CH:29]=3)[CH2:12][CH2:11]2)=[O:7])=[C:4]([O:35][CH3:36])[CH:3]=1 |f:2.3|. Reported procedure: 4-Amino-5-chloro-2-methoxy-N-((1-(6-(4-methoxybenzylamino)hexyl)-piperidin-4-yl)methyl)benzamide (0.9 g) as starting compound, acetaldehyde (0.12 ml) and sodium cyanoborohydride (0.26 g) were reacted and treated in the same manner as in Example 136 to give 0.55 g of 4-amino-5-chloro-N-((1-(6-(N-ethyl-N-(4-methoxybenzyl)amino)hexyl)-piperidin-4-yl)methyl)-2-methoxybenzamide. Reactants: O1C(CCCC1)OCCN1N=CC(=C1)B1OC(C(O1)(C)C)(C)C ([2-(tetrahydro-pyran-2-yloxy)-ethyl]-4-(4,4,5,5-tetramethyl-[1,3,2]dioxaborolan-2-yl)-1H-pyrazole), ClC=1C=CC=2N(N1)C(=CN2)C(C)C=2C=C1C=CC=NC1=CC2F ((rac)-6-[1-(6-chloro-imidazo[1,2-b]pyridazin-3-yl)-ethyl]-7-fluoro-quinoline), C(=O)([O-])[O-].[K+].[K+] (K2CO3). Reagents/catalysts: Cl[Pd]([P](C1=CC=CC=C1)(C2=CC=CC=C2)C3=CC=CC=C3)([P](C4=CC=CC=C4)(C5=CC=CC=C5)C6=CC=CC=C6)Cl (PdCl2(PPh3)2). The solvent is COCCOC (DME), C(Cl)Cl (DCM). Run at time 1.5 hour. Yields the product FC1=C(C=C2C=CC=NC2=C1)C(C)C1=CN=C2N1N=C(C=C2)C=2C=NN(C2)CCOC2OCCCC2 ((rac)-7-Fluoro-6-[1-(6-{1-[2-(tetrahydro-pyran-2-yloxy)-ethyl]-1H-pyrazol-4-yl}-imidazo[1,2-b]pyridazin-3-yl)-ethyl]-quinoline). As a reaction SMILES: [O:1]1[CH2:6][CH2:5][CH2:4][CH2:3][CH:2]1[O:7][CH2:8][CH2:9][N:10]1[CH:14]=[C:13](B2OC(C)(C)C(C)(C)O2)[CH:12]=[N:11]1.Cl[C:25]1[CH:26]=[CH:27][C:28]2[N:29]([C:31]([CH:34]([C:36]3[CH:37]=[C:38]4[C:43](=[CH:44][C:45]=3[F:46])[N:42]=[CH:41][CH:40]=[CH:39]4)[CH3:35])=[CH:32][N:33]=2)[N:30]=1.C([O-])([O-])=O.[K+].[K+]>COCCOC.C(Cl)Cl.Cl[Pd](Cl)([P](C1C=CC=CC=1)(C1C=CC=CC=1)C1C=CC=CC=1)[P](C1C=CC=CC=1)(C1C=CC=CC=1)C1C=CC=CC=1>[F:46][C:45]1[CH:44]=[C:43]2[C:38]([CH:39]=[CH:40][CH:41]=[N:42]2)=[CH:37][C:36]=1[CH:34]([C:31]1[N:29]2[N:30]=[C:25]([C:13]3[CH:12]=[N:11][N:10]([CH2:9][CH2:8][O:7][CH:2]4[CH2:3][CH2:4][CH2:5][CH2:6][O:1]4)[CH:14]=3)[CH:26]=[CH:27][C:28]2=[N:33][CH:32]=1)[CH3:35] |f:2.3.4,^1:64,83|. Procedure details: To a solution of [2-(tetrahydro-pyran-2-yloxy)-ethyl]-4-(4,4,5,5-tetramethyl-[1,3,2]dioxaborolan-2-yl)-1H-pyrazole (Stage 171.4, 72.5 mg, 0.225 mmol), (rac)-6-[1-(6-chloro-imidazo[1,2-b]pyridazin-3-yl)-ethyl]-7-fluoro-quinoline (Stage 255.2, 49 mg, 0.15 mmol), and 2 M K2CO3 (0.203 mL) in DME (1 mL) stirred at 80-90° C. under argon atmosphere was added PdCl2(PPh3)2 (3.2 mg). After 1.5 h and cooling to rt the RM was taken-up in DCM and water, the aqueous phase was extracted with DCM, the combined ... Starting materials: OBO, COc1ccc(B(O)O)cc1OC, O=Cc1ccccc1, CN1C(=O)CN=C(Cl)c2cc(-c3ccccc3)ccc21. Product: COc1ccc(C2=NCC(=O)N(C)c3ccc(-c4ccccc4)cc32)cc1OC. RXN SMILES: [BH:21]([OH:22])[OH:23].[CH3:32][O:33][c:34]1[cH:35][c:36]([B:42]([OH:43])[OH:44])[cH:37][cH:38][c:39]1[O:40][CH3:41].[CH:24]([c:25]1[cH:26][cH:27][cH:28][cH:29][cH:30]1)=[O:31].[Cl:1][C:2]1=[N:8][CH2:7][C:6](=[O:9])[N:5]([CH3:10])[c:4]2[c:3]1[cH:14][c:13](-[c:15]1[cH:16][cH:17][cH:18][cH:19][cH:20]1)[cH:12][cH:11]2>>[C:2]1([c:36]2[cH:35][c:34]([O:33][CH3:32])[c:39]([O:40][CH3:41])[cH:38][cH:37]2)=[N:8][CH2:7][C:6](=[O:9])[N:5]([CH3:10])[c:4]2[c:3]1[cH:14][c:13](-[c:15]1[cH:16][cH:17][cH:18][cH:19][cH:20]1)[cH:12][cH:11]2. The reactants are C(CC#C)OCCC(=O)O (3-(but-3-ynyloxy)propionic acid), OCC1(COC1)CCC (3-hydroxymethyl-3-n-propyloxetane). Yields the product C(CC#C)OCCC12OCC(CO1)(CO2)CCC (1-[2-(But-3-ynyloxy)ethyl]-4-n-propyl-2,6,7-trioxabicyclo[2.2.2]octane). As a reaction SMILES: [CH2:1]([O:5][CH2:6][CH2:7][C:8]([OH:10])=[O:9])[CH2:2][C:3]#[CH:4].[OH:11][CH2:12][C:13]1([CH2:17][CH2:18][CH3:19])[CH2:16]O[CH2:14]1>>[CH2:1]([O:5][CH2:6][CH2:7][C:8]12[O:11][CH2:12][C:13]([CH2:17][CH2:18][CH3:19])([CH2:16][O:10]1)[CH2:14][O:9]2)[CH2:2][C:3]#[CH:4]. Reported procedure: 1-[2-(But-3-ynyloxy)ethyl]-4-n-propyl-2,6,7-trioxabicyclo[2.2.2]octane was prepared from 3-(but-3-ynyloxy)propionic acid and 3-hydroxymethyl-3-n-propyloxetane using the methodology outlined in Example I. Reactants: CC(C)CS(=O)(=O)c1nc(C(=O)O)ccc1C1CC1, Cl, NC(c1cccnc1)C(F)(F)F. Yields the product CC(C)CS(=O)(=O)c1nc(C(=O)NC(c2cccnc2)C(F)(F)F)ccc1C1CC1. As a reaction SMILES: [CH:1]1([c:4]2[cH:5][cH:6][c:7]([C:17](=[O:18])[OH:19])[n:8][c:9]2[S:10](=[O:11])(=[O:12])[CH2:13][CH:14]([CH3:15])[CH3:16])[CH2:2][CH2:3]1.[ClH:20].[F:21][C:22]([CH:23]([NH2:24])[c:25]1[cH:26][n:27][cH:28][cH:29][cH:30]1)([F:31])[F:32]>>[CH:1]1([c:4]2[cH:5][cH:6][c:7]([C:17](=[O:19])[NH:24][CH:23]([C:22]([F:21])([F:31])[F:32])[c:25]3[cH:26][n:27][cH:28][cH:29][cH:30]3)[n:8][c:9]2[S:10](=[O:11])(=[O:12])[CH2:13][CH:14]([CH3:15])[CH3:16])[CH2:2][CH2:3]1. The reactants are CCN(C(C)C)C(C)C (DIEA), BrCCCOC=1C=CC2=C(N=CS2)C1 (5-(3-bromopropoxy)benzo[d]thiazole), [Na+].[I-] (NaI), ClC1=C(C=CC=C1Cl)N1CCN(CCC1)CCCCOC1=CC=C2CCC(NC2=C1)=O (7-(4-(4-(2,3-dichlorophenyl)-1,4-diazepan-1-yl)butoxy)-3,4-dihydroquinolin-2(1H)-one). Run in CC#N (CH3CN). Run at time 4 hour. The product is ClC1=C(C=CC=C1Cl)N1CCN(CCC1)CCCCOC1=CC=C2C=NNC2=C1 (6-(4-(4-(2,3-dichlorophenyl)-1,4-diazepan-1-yl)butoxy)-1H-indazole). Isolated yield 58.6%. RXN SMILES: BrCCCOC1C=CC2SC=[N:11]C=2C=1.[Na+].[I-].[Cl:17][C:18]1[C:23]([Cl:24])=[CH:22][CH:21]=[CH:20][C:19]=1[N:25]1[CH2:31][CH2:30][CH2:29][N:28]([CH2:32][CH2:33][CH2:34][CH2:35][O:36][C:37]2[CH:46]=[C:45]3[C:40]([CH2:41]CC(=O)[NH:44]3)=[CH:39][CH:38]=2)[CH2:27][CH2:26]1.CCN(C(C)C)C(C)C>CC#N>[Cl:17][C:18]1[C:23]([Cl:24])=[CH:22][CH:21]=[CH:20][C:19]=1[N:25]1[CH2:31][CH2:30][CH2:29][N:28]([CH2:32][CH2:33][CH2:34][CH2:35][O:36][C:37]2[CH:46]=[C:45]3[C:40]([CH:41]=[N:11][NH:44]3)=[CH:39][CH:38]=2)[CH2:27][CH2:26]1 |f:1.2|. Reported procedure: A mixture of intermediate 51 (54.2 mg, 0.20 mmol) and NaI (60.3 mg, 0.40 mmol) in CH3CN (3 mL) was heated to reflux for 30 min and then cooled to rt. To this mixture was added intermediate 2 (62.4 mg, 0.22 mmol), followed then by DIEA (0.077 mL, 0.44 mmol). The resulting mixture was heated to reflux and stirred for 4 h. Precipitated crystals were filtered off and the filtrate was evaporated under reduced pressure. The residue was extracted with EtOAc. The combined EtOAc layers were washed with b...